Dataset: the Open Reaction Database (ORD), a public repository of structured organic reaction records. Task: describe an organic reaction: reactants, conditions, products, and yield The reactants are CC(C)Oc1ccc(S(C)(=O)=O)cc1C(=O)O, Cl, Oc1cccc2sc(N3CCNCC3)nc12, C1CCOC1. The product is CC(C)Oc1ccc(S(C)(=O)=O)cc1C(=O)N1CCN(c2nc3c(O)cccc3s2)CC1. RXN SMILES: [CH:1]([CH3:2])([CH3:3])[O:4][c:5]1[c:6]([C:7](=[O:8])[OH:9])[cH:10][c:11]([S:14](=[O:15])(=[O:16])[CH3:17])[cH:12][cH:13]1.[ClH:18].[N:19]1([c:25]2[s:26][c:27]3[c:28]([n:29]2)[c:30]([OH:34])[cH:31][cH:32][cH:33]3)[CH2:20][CH2:21][NH:22][CH2:23][CH2:24]1.[O:35]1[CH2:36][CH2:37][CH2:38][CH2:39]1>>[CH:1]([CH3:2])([CH3:3])[O:4][c:5]1[c:6]([C:7](=[O:9])[N:22]2[CH2:21][CH2:20][N:19]([c:25]3[s:26][c:27]4[c:28]([n:29]3)[c:30]([OH:34])[cH:31][cH:32][cH:33]4)[CH2:24][CH2:23]2)[cH:10][c:11]([S:14](=[O:15])(=[O:16])[CH3:17])[cH:12][cH:13]1. The reactants are C#CCCCC(=O)N1NCCCC1C(=O)C(=O)C(C)(C)CC, [Cu]I, Ic1cccnc1. The product is CCC(C)(C)C(=O)C(=O)C1CCCNN1C(=O)CCCC#Cc1cccnc1. As a reaction SMILES: [C:1]([CH2:2][CH2:3][CH2:4][C:5]#[CH:6])(=[O:7])[N:8]1[NH:9][CH2:10][CH2:11][CH2:12][CH:13]1[C:14]([C:15]([C:16]([CH2:17][CH3:18])([CH3:19])[CH3:20])=[O:21])=[O:22].[Cu:30][I:31].[I:23][c:24]1[cH:25][n:26][cH:27][cH:28][cH:29]1>>[C:1]([CH2:2][CH2:3][CH2:4][C:5]#[C:6][c:24]1[cH:25][n:26][cH:27][cH:28][cH:29]1)(=[O:7])[N:8]1[NH:9][CH2:10][CH2:11][CH2:12][CH:13]1[C:14]([C:15]([C:16]([CH2:17][CH3:18])([CH3:19])[CH3:20])=[O:21])=[O:22]. Starting materials: CC(C)(C)[O-], Cc1ccccc1, NC1CCC(N)CC1, COc1ccc(CN(c2ccccc2)c2cc(Cl)nn3c(C=Cc4ccncc4)cnc23)cc1, [Na+]. The product is COc1ccc(CN(c2ccccc2)c2cc(NC3CCC(N)CC3)nn3c(C=Cc4ccncc4)cnc23)cc1. Reaction SMILES: [CH3:35][C:36]([CH3:37])([O-:38])[CH3:39].[CH3:49][c:50]1[cH:51][cH:52][cH:53][cH:54][cH:55]1.[CH:41]1([NH2:48])[CH2:42][CH2:43][CH:44]([NH2:47])[CH2:45][CH2:46]1.[Cl:1][c:2]1[cH:3][c:4]([N:19]([c:20]2[cH:21][cH:22][cH:23][cH:24][cH:25]2)[CH2:26][c:27]2[cH:28][cH:29][c:30]([O:33][CH3:34])[cH:31][cH:32]2)[c:5]2[n:6]([n:7]1)[c:8]([CH:11]=[CH:12][c:13]1[cH:14][cH:15][n:16][cH:17][cH:18]1)[cH:9][n:10]2.[Na+:40]>>[c:2]1([NH:48][CH:41]2[CH2:42][CH2:43][CH:44]([NH2:47])[CH2:45][CH2:46]2)[cH:3][c:4]([N:19]([c:20]2[cH:21][cH:22][cH:23][cH:24][cH:25]2)[CH2:26][c:27]2[cH:28][cH:29][c:30]([O:33][CH3:34])[cH:31][cH:32]2)[c:5]2[n:6]([n:7]1)[c:8]([CH:11]=[CH:12][c:13]1[cH:14][cH:15][n:16][cH:17][cH:18]1)[cH:9][n:10]2.